Dataset: the Open Reaction Database (ORD), a public repository of structured organic reaction records. Task: describe an organic reaction: reactants, conditions, products, and yield Starting materials: NC1=CC=C(C=2C=NSC21)OCC2=CC=CC=C2 (7-amino-4-benzyloxy-1,2-benzisothiazole), N(=O)[O-].[Na+] (sodium nitrite), O1CCCC1 (tetrahydrofuran), C(C)(=O)[O-].[Na+] (sodium acetate), C(C)(=O)[O-].[Na+] (sodium acetate). Solvent: O (water), Cl (hydrochloric acid). Yields the product C(C1=CC=CC=C1)OC1=CC=CC2=C1C=NS2 (4-benzyloxy-1,2-benzisothiazole). Isolated yield 59.0%. Reaction SMILES: N[C:2]1[C:10]2[S:9][N:8]=[CH:7][C:6]=2[C:5]([O:11][CH2:12][C:13]2[CH:18]=[CH:17][CH:16]=[CH:15][CH:14]=2)=[CH:4][CH:3]=1.N([O-])=O.[Na+].O1CCCC1.C([O-])(=O)C.[Na+]>Cl.O>[CH2:12]([O:11][C:5]1[C:6]2[CH:7]=[N:8][S:9][C:10]=2[CH:2]=[CH:3][CH:4]=1)[C:13]1[CH:14]=[CH:15][CH:16]=[CH:17][CH:18]=1 |f:1.2,4.5|. Procedure details: 54 g of 7-amino-4-benzyloxy-1,2-benzisothiazole are suspended in 400 ml of half-concentrated hydrochloric acid and diazotized at from 0° to 5° C. with a solution of 16 g of sodium nitrite in 60 ml of water. 500 ml of tetrahydrofuran, 400 ml of a saturated sodium acetate solution and 120 g of sodium acetate are then added and the mixture is allowed to warm up to room temperature. The two-phase reaction medium is then repeatedly extracted with methylene chloride. The combined extracts are dried ov... Reaction SMILES: [C:16]([CH3:17])([CH3:18])([CH3:19])[c:20]1[cH:21][cH:22][c:23]([NH2:24])[cH:25][cH:26]1.[C:27](=[O:28])([O-:29])[O-:30].[CH3:1][O:2][C:3]([c:4]1[c:5]([C:6](=[O:7])[O:8][CH3:9])[c:10]([I:14])[cH:11][cH:12][cH:13]1)=[O:15].[CH3:33][c:34]1[cH:35][cH:36][cH:37][cH:38][cH:39]1.[Cl:40][CH2:41][Cl:42].[Cs+:31].[Cs+:32].[O:45]=[C:46]([CH:47]=[CH:48][c:49]1[cH:50][cH:51][cH:52][cH:53][cH:54]1)[CH:55]=[CH:56][c:57]1[cH:58][cH:59][cH:60][cH:61][cH:62]1.[O:63]=[C:64]([CH:65]=[CH:66][c:67]1[cH:68][cH:69][cH:70][cH:71][cH:72]1)[CH:73]=[CH:74][c:75]1[cH:76][cH:77][cH:78][cH:79][cH:80]1.[O:81]=[C:82]([CH:83]=[CH:84][c:85]1[cH:86][cH:87][cH:88][cH:89][cH:90]1)[CH:91]=[CH:92][c:93]1[cH:94][cH:95][cH:96][cH:97][cH:98]1.[Pd:43].[Pd:44]>>[CH3:1][O:2][C:3]([c:4]1[c:5]([C:6](=[O:7])[O:8][CH3:9])[c:10]([NH:24][c:23]2[cH:22][cH:21][c:20]([C:16]([CH3:17])([CH3:18])[CH3:19])[cH:26][cH:25]2)[cH:11][cH:12][cH:13]1)=[O:15]. Product: COC(=O)c1cccc(Nc2ccc(C(C)(C)C)cc2)c1C(=O)OC. The reactants are CC(C)(C)c1ccc(N)cc1, O=C([O-])[O-], COC(=O)c1cccc(I)c1C(=O)OC, Cc1ccccc1, ClCCl, [Cs+], [Cs+], O=C(C=Cc1ccccc1)C=Cc1ccccc1, O=C(C=Cc1ccccc1)C=Cc1ccccc1, O=C(C=Cc1ccccc1)C=Cc1ccccc1, [Pd], [Pd].